This data is from the Open Reaction Database (ORD), a public repository of structured organic reaction records. The task is: describe an organic reaction: reactants, conditions, products, and yield Reactants: ClC=1C=NC=2N(C1)N=C(C2)C(=O)O (6-chloro-pyrazolo[1,5-a]pyrimidine-2-carboxylic acid), COC1=NC=CC=C1C1=CC=C2CCNC(C2=C1)C (7-(2-Methoxy-pyridin-3-yl)-1-methyl-1,2,3,4-tetrahydro-isoquinoline). Yields the product ClC=1C=NC=2N(C1)N=C(C2)C(=O)N2C(C1=CC(=CC=C1CC2)C=2C(=NC=CC2)OC)C ((6-Chloro-pyrazolo[1,5-a]pyrimidin-2-yl)-[7-(2-methoxy-pyridin-3-yl)-1-methyl-3,4-dihydro-1H-isoquinolin-2-yl]-methanone). Reaction SMILES: [Cl:1][C:2]1[CH:3]=[N:4][C:5]2[N:6]([N:8]=[C:9]([C:11]([OH:13])=O)[CH:10]=2)[CH:7]=1.[CH3:14][O:15][C:16]1[C:21]([C:22]2[CH:31]=[C:30]3[C:25]([CH2:26][CH2:27][NH:28][CH:29]3[CH3:32])=[CH:24][CH:23]=2)=[CH:20][CH:19]=[CH:18][N:17]=1>>[Cl:1][C:2]1[CH:3]=[N:4][C:5]2[N:6]([N:8]=[C:9]([C:11]([N:28]3[CH2:27][CH2:26][C:25]4[C:30](=[CH:31][C:22]([C:21]5[C:16]([O:15][CH3:14])=[N:17][CH:18]=[CH:19][CH:20]=5)=[CH:23][CH:24]=4)[CH:29]3[CH3:32])=[O:13])[CH:10]=2)[CH:7]=1. Procedure: In close analogy to the procedure described in Example 1, 6-chloro-pyrazolo[1,5-a]pyrimidine-2-carboxylic acid is reacted with 7-(2-Methoxy-pyridin-3-yl)-1-methyl-1,2,3,4-tetrahydro-isoquinoline to provide the title compound in moderate yield. The reactants are C=CCBr, Cl, N#Cc1ccc(C2CCCc3cncn32)c(-c2ccccc2)c1. The product is C=CCC1(c2ccc(C#N)cc2-c2ccccc2)CCCc2cncn21. As a reaction SMILES: [CH2:24]([CH:25]=[CH2:26])[Br:27].[ClH:28].[cH:1]1[n:2][cH:3][n:4]2[c:5]1[CH2:6][CH2:7][CH2:8][CH:9]2[c:10]1[cH:11][cH:12][c:13]([C:22]#[N:23])[cH:14][c:15]1-[c:16]1[cH:17][cH:18][cH:19][cH:20][cH:21]1>>[cH:1]1[n:2][cH:3][n:4]2[c:5]1[CH2:6][CH2:7][CH2:8][C:9]2([c:10]1[cH:11][cH:12][c:13]([C:22]#[N:23])[cH:14][c:15]1-[c:16]1[cH:17][cH:18][cH:19][cH:20][cH:21]1)[CH2:26][CH:25]=[CH2:24]. Reactants: CO, CCc1cc(C(=O)NCc2cccc([N+](=O)[O-])c2)c(NC(=O)C2CCC(C(=O)O)CC2)s1. Product: CCc1cc(C(=O)NCc2cccc(N)c2)c(NC(=O)C2CCC(C(=O)O)CC2)s1. Reaction SMILES: [CH3:33][OH:34].[N+:1]([O-:2])(=[O:3])[c:4]1[cH:5][c:6]([CH2:7][NH:8][C:9](=[O:10])[c:11]2[c:12]([NH:18][C:19](=[O:20])[CH:21]3[CH2:22][CH2:23][CH:24]([C:27](=[O:28])[OH:29])[CH2:25][CH2:26]3)[s:13][c:14]([CH2:16][CH3:17])[cH:15]2)[cH:30][cH:31][cH:32]1>>[NH2:1][c:4]1[cH:5][c:6]([CH2:7][NH:8][C:9](=[O:10])[c:11]2[c:12]([NH:18][C:19](=[O:20])[CH:21]3[CH2:22][CH2:23][CH:24]([C:27](=[O:28])[OH:29])[CH2:25][CH2:26]3)[s:13][c:14]([CH2:16][CH3:17])[cH:15]2)[cH:30][cH:31][cH:32]1.